Dataset: the Open Reaction Database (ORD), a public repository of structured organic reaction records. Task: describe an organic reaction: reactants, conditions, products, and yield The reactants are CCOC(=O)Cn1ccnc1C=C1CN(C(C(=O)C2CC2)c2ccccc2F)CCC1SC(C)=O, CCO, Cl, Cl. Yields the product Cl, CCOC(=O)Cn1ccnc1C=C1CN(C(C(=O)C2CC2)c2ccccc2F)CCC1S. RXN SMILES: [C:3](=[O:4])([CH3:5])[S:6][CH:7]1[C:8](=[CH:26][c:27]2[n:28]([CH2:32][C:33](=[O:34])[O:35][CH2:36][CH3:37])[cH:29][cH:30][n:31]2)[CH2:9][N:10]([CH:13]([C:14](=[O:15])[CH:16]2[CH2:17][CH2:18]2)[c:19]2[c:20]([F:25])[cH:21][cH:22][cH:23][cH:24]2)[CH2:11][CH2:12]1.[CH3:38][CH2:39][OH:40].[ClH:1].[ClH:2]>>[ClH:1].[SH:6][CH:7]1[C:8](=[CH:26][c:27]2[n:28]([CH2:32][C:33](=[O:34])[O:35][CH2:36][CH3:37])[cH:29][cH:30][n:31]2)[CH2:9][N:10]([CH:13]([C:14](=[O:15])[CH:16]2[CH2:17][CH2:18]2)[c:19]2[c:20]([F:25])[cH:21][cH:22][cH:23][cH:24]2)[CH2:11][CH2:12]1. The reactants are ClC=1C=CC(=C(C(=O)NCC2CCOC3=CC(=C(C=C23)S(N)(=O)=O)OC)C1)OC (4-(5-chloro-2-methoxybenzamidomethyl)-6-sulfamoyl-7-methoxychroman), C(C)NC(C(Cl)(Cl)Cl)=O (N-ethyltrichloroacetamide). Product: ClC=1C=CC(=C(C(=O)NCC2CCOC3=CC(=C(C=C23)S(=O)(=O)NC(=O)NCC)OC)C1)OC (4-(5-Chloro-2-methoxybenzamidomethyl)-6-(ethylaminocarbonyl-aminosulfonyl)-7-methoxychroman). As a reaction SMILES: [Cl:1][C:2]1[CH:3]=[CH:4][C:5]([O:28][CH3:29])=[C:6]([CH:27]=1)[C:7]([NH:9][CH2:10][CH:11]1[C:20]2[C:15](=[CH:16][C:17]([O:25][CH3:26])=[C:18]([S:21](=[O:24])(=[O:23])[NH2:22])[CH:19]=2)[O:14][CH2:13][CH2:12]1)=[O:8].[CH2:30]([NH:32][C:33](=[O:38])C(Cl)(Cl)Cl)[CH3:31]>>[Cl:1][C:2]1[CH:3]=[CH:4][C:5]([O:28][CH3:29])=[C:6]([CH:27]=1)[C:7]([NH:9][CH2:10][CH:11]1[C:20]2[C:15](=[CH:16][C:17]([O:25][CH3:26])=[C:18]([S:21]([NH:22][C:33]([NH:32][CH2:30][CH3:31])=[O:38])(=[O:23])=[O:24])[CH:19]=2)[O:14][CH2:13][CH2:12]1)=[O:8]. Reported procedure: 4-(5-Chloro-2-methoxybenzamidomethyl)-6-(ethylaminocarbonyl-aminosulfonyl)-7-methoxychroman ##STR32## 4-(5-Chloro-2-methoxybenzamidomethyl)-6-(ethylaminocarbonyl-aminosulfonyl)-7-methoxychroman is synthesized analogously to Example 1 from 4-(5-chloro-2-methoxybenzamidomethyl)-6-sulfamoyl-7-methoxychroman and N-ethyltrichloroacetamide. Melting point: 211°-213° C. Reactants: O.O.O.O.O.O.O.O.O.[S-2].[Na+].[Na+] (sodium sulphide nonahydrate), CN (methylamine), ClC1=C(C=CC(=C1)F)C(C)=O (2'-chloro-4'-fluoroacetophenone). Reagents/catalysts: [Cu] (copper). Run in O (water), industrial methylated spirit, industrial methylated spirit. Conditions: time 10 minute. Product: FC1=CC(=C(C=C1)C(C)=O)NC (4'-fluoro-2'-(methylamino)acetophenone). As a reaction SMILES: [CH3:1][NH2:2].Cl[C:4]1[CH:9]=[C:8]([F:10])[CH:7]=[CH:6][C:5]=1[C:11](=[O:13])[CH3:12].O.O.O.O.O.O.O.O.O.[S-2].[Na+].[Na+]>O.[Cu]>[F:10][C:8]1[CH:7]=[CH:6][C:5]([C:11](=[O:13])[CH3:12])=[C:4]([NH:2][CH3:1])[CH:9]=1 |f:2.3.4.5.6.7.8.9.10.11.12.13|. Reported procedure: A mixture of a solution of methylamine in industrial methylated spirit (33% w/w; 120 ml), industrial methylated spirit (60 ml), 2'-chloro-4'-fluoroacetophenone (51.6 g) and copper powder (0.75 g), was charged to a pressure vessel and heated to 90° for 2 hours. After cooling in an ice bath to 30° the mixture was transferred to a second vessel, heated at 50° and then a solution of sodium sulphide nonahydrate (2.88 g) in water (30 ml) added. The mixture was heated to reflux with stirring for 10 min... Reactants: C(C)OC(=O)C1=NN(N=C1CC)C1=CC=CC=C1 (ethyl-5-ethyl-2-phenyl-1,2,3-triazole-4-carboxylate), S(=O)(=O)([O-])[O-].[Na+].[Na+] (sodium sulfate). Run in CCOCC (ether), CCOCC (ether), C1CCOC1 (THF). Run at time 8 hour. Product: C(C)C=1C(=NN(N1)C1=CC=CC=C1)CO ((5-Ethyl-2-phenyl-1,2,3-triazol-4-yl)methan-1-ol). Isolated yield 98.2%. RXN SMILES: C([O:3][C:4]([C:6]1[C:10]([CH2:11][CH3:12])=[N:9][N:8]([C:13]2[CH:18]=[CH:17][CH:16]=[CH:15][CH:14]=2)[N:7]=1)=O)C.S([O-])([O-])(=O)=O.[Na+].[Na+]>CCOCC.C1COCC1>[CH2:11]([C:10]1[C:6]([CH2:4][OH:3])=[N:7][N:8]([C:13]2[CH:14]=[CH:15][CH:16]=[CH:17][CH:18]=2)[N:9]=1)[CH3:12] |f:1.2.3|. Reported procedure: 11.55 g of ethyl-5-ethyl-2-phenyl-1,2,3-triazole-4-carboxylate dissolved in a mixed solvent of 150 ml of ether and 30 ml of THF was added dropwise at 3-8° C. to LiAIH4 suspended in 100 ml of ether. After stirring overnight at room temperature, a small amount of saturated sodium sulfate solution was added thereto. Insoluble materials were filtered off, and the filtrate was dried over anhydrous sodium sulfate. The solvent was distilled off to obtain 9.40 g of the aimed compound. Starting materials: IC1=NC(=CC(=C1)S(=O)(=O)C1=CC=C(C=C1)N)I (4-(2,6-Diiodo-pyridine-4-sulfonyl)-phenylamine), N1CCCC1 (pyrrolidine). Solvent: O1CCOCC1 (dioxane). Product: IC1=NC(=CC(=C1)S(=O)(=O)C1=CC=C(C=C1)N)N1CCCC1 (4-(2-iodo-6-pyrrolidin-1-yl-pyridine-4-sulfonyl)-phenylamine). Isolated yield 75.0%. RXN SMILES: I[C:2]1[CH:7]=[C:6]([S:8]([C:11]2[CH:16]=[CH:15][C:14]([NH2:17])=[CH:13][CH:12]=2)(=[O:10])=[O:9])[CH:5]=[C:4]([I:18])[N:3]=1.[NH:19]1[CH2:23][CH2:22][CH2:21][CH2:20]1>O1CCOCC1>[I:18][C:4]1[CH:5]=[C:6]([S:8]([C:11]2[CH:16]=[CH:15][C:14]([NH2:17])=[CH:13][CH:12]=2)(=[O:10])=[O:9])[CH:7]=[C:2]([N:19]2[CH2:23][CH2:22][CH2:21][CH2:20]2)[N:3]=1. Procedure details: 0.127 g (0.000261 Mol) 4-(2,6-Diiodo-pyridine-4-sulfonyl)-phenylamine were dissolved in dioxane (5 ml) and treated with 0.22 ml (0.0026 Mol) pyrrolidine for 6 h at ambiente temperature. Then the solvent was removed, the residue dissolved in ethyl acetate, washed with 1N HCl, sat. bicarbonate and brine, dried over MgSO4 and evaporated. After chromatography on SiO2 with ethyl acetate hexane 1:2 and drying in a high vacuum it was obtained 0.084 g (75%) of 4-(2-iodo-6-pyrrolidin-1-yl-pyridine-4-sulf... Reactants: N1=CC(=CC=C1)C(C=C)(C(O)C1=C(C=CC=C1)Cl)O (3-(pyrid-3-yl)-4-(2-chlorophenyl)but-1-ene-3,4-diol), OS(=O)(=O)O (H2SO4). The solvent is COC(C1=CC=CC=C1)OC (benzaldehyde dimethyl acetal). The product is C1(=CC=CC=C1)C1OC(C(O1)(C=C)C=1C=NC=CC1)C1=C(C=CC=C1)Cl (2-Phenyl-4-(pyrid-3-yl)-4-ethenyl-5-(2-chlorophenyl)-1,3-dioxolane). As a reaction SMILES: [N:1]1[CH:6]=[CH:5][CH:4]=[C:3]([C:7]([OH:19])([CH:10]([C:12]2[CH:17]=[CH:16][CH:15]=[CH:14][C:13]=2[Cl:18])[OH:11])[CH:8]=[CH2:9])[CH:2]=1.OS(O)(=O)=O>COC(OC)C1C=CC=CC=1>[C:12]1([CH:10]2[O:19][C:7]([C:3]3[CH:2]=[N:1][CH:6]=[CH:5][CH:4]=3)([CH:8]=[CH2:9])[CH:10]([C:12]3[CH:17]=[CH:16][CH:15]=[CH:14][C:13]=3[Cl:18])[O:11]2)[CH:17]=[CH:16][CH:15]=[CH:14][CH:13]=1. Procedure: 3 g (0.018 mol) of 3-(pyrid-3-yl)-4-(2-chlorophenyl)but-1-ene-3,4-diol were dissolved in 50 ml of benzaldehyde dimethyl acetal. 1 ml of concentrated H2SO4 was then added and the mixture was heated to 80°-90° C. The excess benzaldehyde dimethyl acetal was distilled off under reduced pressure, together with the resulting methanol. The crude product was dissolved in methylene chloride and the solution was neutralized with NaHCO3 solution. After the solvent had been separated off, the product was pu... The reactants are C(CCC)OC1=NC(=C2N=C(N(C2=N1)CC=1C=NC(=CC1)Cl)OC)N (2-Butoxy-9-(6-chloro-3-pyridylmethyl)-8-methoxyadenine), C(C)OC(=O)C1CCNCC1 (4-ethoxycarbonylpiperidine). Solvent: C(C)O (ethanol). Conditions: time 8 hour. The product is C(CCC)OC1=NC(=C2N=C(N(C2=N1)CC=1C=NC(=CC1)N1CCC(CC1)C(=O)OCC)O)N (2-Butoxy-8-hydroxy-9-{6-(4-ethoxycarbonyl-1-piperidyl)-3-pyridylmethyl}adenine). Yield: 44.0%. As a reaction SMILES: [CH2:1]([O:5][C:6]1[N:14]=[C:13]2[C:9]([N:10]=[C:11]([O:23]C)[N:12]2[CH2:15][C:16]2[CH:17]=[N:18][C:19](Cl)=[CH:20][CH:21]=2)=[C:8]([NH2:25])[N:7]=1)[CH2:2][CH2:3][CH3:4].[CH2:26]([O:28][C:29]([CH:31]1[CH2:36][CH2:35][NH:34][CH2:33][CH2:32]1)=[O:30])[CH3:27]>C(O)C>[CH2:1]([O:5][C:6]1[N:14]=[C:13]2[C:9]([N:10]=[C:11]([OH:23])[N:12]2[CH2:15][C:16]2[CH:17]=[N:18][C:19]([N:34]3[CH2:35][CH2:36][CH:31]([C:29]([O:28][CH2:26][CH3:27])=[O:30])[CH2:32][CH2:33]3)=[CH:20][CH:21]=2)=[C:8]([NH2:25])[N:7]=1)[CH2:2][CH2:3][CH3:4]. Reported procedure: 2-Butoxy-9-(6-chloro-3-pyridylmethyl)-8-methoxyadenine (0.28 mg, 0.77 mmol) was added to 4-ethoxycarbonylpiperidine (10 ml), and the mixture was refluxed under stirring for 8 hours. After the mixture was allowed to cool, ethanol was added thereto. The resulting solid was filtered and purified by column chromatography (SiO2 20 g, eluting solvent: CHCl3/MeOH=80/1˜20/1) to give the captioned compound (0.15 g, 1.41 mmol, yield: 44%) as a white solid.